From a dataset of the Open Reaction Database (ORD), a public repository of structured organic reaction records. describe an organic reaction: reactants, conditions, products, and yield Reactants: F[B-](F)(F)F, CC1OC(C)(C)N(C(=O)OC(C)(C)C)C1CCc1ccc(N)cc1, CCOc1cnc(C(=O)O)cn1, C1CCOC1, CN1CCOCC1, CN(C)C(On1nnc2ccccc21)=[N+](C)C. Yields the product CCOc1cnc(C(=O)Nc2ccc(CCC3C(C)OC(C)(C)N3C(=O)OC(C)(C)C)cc2)cn1. As a reaction SMILES: [B-:44]([F:45])([F:46])([F:47])[F:48].[C:1]([CH3:2])([CH3:3])([CH3:4])[O:5][C:6](=[O:7])[N:8]1[C:9]([CH3:23])([CH3:24])[O:10][CH:11]([CH3:22])[CH:12]1[CH2:13][CH2:14][c:15]1[cH:16][cH:17][c:18]([NH2:21])[cH:19][cH:20]1.[CH2:25]([CH3:26])[O:27][c:28]1[n:29][cH:30][c:31]([C:34](=[O:35])[OH:36])[n:32][cH:33]1.[CH2:66]1[O:67][CH2:68][CH2:69][CH2:70]1.[CH3:37][N:38]1[CH2:39][CH2:40][O:41][CH2:42][CH2:43]1.[n:49]1([O:50][C:51]([N:52]([CH3:53])[CH3:54])=[N+:55]([CH3:56])[CH3:57])[c:58]2[cH:59][cH:60][cH:61][cH:62][c:63]2[n:64][n:65]1>>[C:1]([CH3:2])([CH3:3])([CH3:4])[O:5][C:6](=[O:7])[N:8]1[C:9]([CH3:23])([CH3:24])[O:10][CH:11]([CH3:22])[CH:12]1[CH2:13][CH2:14][c:15]1[cH:16][cH:17][c:18]([NH:21][C:34]([c:31]2[cH:30][n:29][c:28]([O:27][CH2:25][CH3:26])[cH:33][n:32]2)=[O:35])[cH:19][cH:20]1. The reactants are B.CSC (Borane dimethylsulfide), COC(=O)C1(C(NC2=CC(=CC=C12)[N+](=O)[O-])=O)C(=O)OC (3,3-di(methoxycarbonyl)-6-nitro-2-indolone), CO (MeOH), Cl (HCl). Run in C1CCOC1 (THF), O (H2O). Product: COC(=O)C1(CNC2=CC(=CC=C12)[N+](=O)[O-])C(=O)OC (3,3-Di(methoxycarbonyl)-6-nitroindoline). The yield is 51.8%. As a reaction SMILES: B.CSC.[CH3:5][O:6][C:7]([C:9]1([C:22]([O:24][CH3:25])=[O:23])[C:17]2[C:12](=[CH:13][C:14]([N+:18]([O-:20])=[O:19])=[CH:15][CH:16]=2)[NH:11][C:10]1=O)=[O:8].CO.Cl>C1COCC1.O>[CH3:25][O:24][C:22]([C:9]1([C:7]([O:6][CH3:5])=[O:8])[C:17]2[C:12](=[CH:13][C:14]([N+:18]([O-:20])=[O:19])=[CH:15][CH:16]=2)[NH:11][CH2:10]1)=[O:23] |f:0.1|. Procedure: Borane-dimethylsulfide (6.35 mL, 63 mmol) was added to a suspension of 3,3-di(methoxycarbonyl)-6-nitro-2-indolone (10.38 g, 35.2 mmol) in THF (350 mL) under nitrogen, and the mixture stirred at reflux for 1 h. The pale yellow solution was cooled, MeOH (10 mL), then H2O (10 mL), then aq. HCl (2 N, 50 mL) added, and the mixture stirred at 20° C. for a few minutes. The THF was evaporated and the aqueous residue extracted with EtOAc (×2). The extracts were dried (Na2SO4) and evaporated, and the resu...